From a dataset of the Open Reaction Database (ORD), a public repository of structured organic reaction records. describe an organic reaction: reactants, conditions, products, and yield The reactants are C(Cl)C1CO1 (epichlorohydrin), COC1=CC=C(CS)C=C1 (p-methoxybenzylmercaptan). The product is ClCC(CSCC1=CC=C(C=C1)OC)O (1-Chloro-2-hydroxy-3-p-methoxybenzylthiopropane). Procedure: 2.78 ml of epichlorohydrin and 2.78 ml of p-methoxybenzylmercaptan were heated with stirring at 120 to 130° C. for three hours. After cooling, the product was purified by column chromatography using 100 g of silica gel and benzene as an eluent to obtain 1.44 g of the objective compound. RXN SMILES: [CH2:1]([CH:3]1[O:5][CH2:4]1)[Cl:2].[CH3:6][O:7][C:8]1[CH:15]=[CH:14][C:11]([CH2:12][SH:13])=[CH:10][CH:9]=1>>[Cl:2][CH2:1][CH:3]([OH:5])[CH2:4][S:13][CH2:12][C:11]1[CH:14]=[CH:15][C:8]([O:7][CH3:6])=[CH:9][CH:10]=1. Run at temperature 125 celsius, time 3 hour. Starting materials: Cc1cc(C(C)(C)C)nc(C(C)(C)C)c1, ClCCl, O=[N+]([O-])c1ccccc1-c1ccc(O)cc1, O, NS(=O)(=O)Cl. The product is NS(=O)(=O)Oc1ccc(-c2ccccc2[N+](=O)[O-])cc1. Reaction SMILES: [C:17]([c:18]1[cH:19][c:20]([CH3:21])[cH:22][c:23]([C:24]([CH3:25])([CH3:26])[CH3:27])[n:28]1)([CH3:29])([CH3:30])[CH3:31].[CH2:38]([Cl:39])[Cl:40].[N+:1](=[O:2])([O-:3])[c:4]1[c:5](-[c:10]2[cH:11][cH:12][c:13]([OH:16])[cH:14][cH:15]2)[cH:6][cH:7][cH:8][cH:9]1.[OH2:37].[S:32]([NH2:33])(=[O:34])(=[O:35])[Cl:36]>>[N+:1](=[O:2])([O-:3])[c:4]1[c:5](-[c:10]2[cH:11][cH:12][c:13]([O:16][S:32]([NH2:33])(=[O:34])=[O:35])[cH:14][cH:15]2)[cH:6][cH:7][cH:8][cH:9]1. Starting materials: N1=CC(=CC=C1)C1SCC=2N1C=CC2C(=O)C2=CNC1=CC(=CC=C21)C2=CC=C(C=C2)F (3(-pyridin-3-yl)-7-[6-(4-fluorophenyl)indol-3-ylcarbonyl]-1H,3H-pyrrolo[1,2-c]thiazole), N1=CC(=CC=C1)C1SCC=2N1C=CC2C(=O)C2=CNC1=CC(=CC=C21)OCC2=CC=CC=C2 (3-(Pyridin-3-yl)-7-(6-phenylmethoxyindol-3-yl)carbonyl-1H,3H-pyrrolo[1,2-c]thiazole), N (NH3). Product: N1=CC(=CC=C1)C1SCC=2N1C=CC2C(=O)C2=CN(C1=CC(=CC=C21)C2=CC=C(C=C2)F)C(N)=O (3-(Pyridin-3-yl)-7-[1-carbamoyl-6-(4-fluorophenyl)indol-3-ylcarbonyl]-1H,3H-pyrrolo[1,2-c]thiazole). As a reaction SMILES: [N:1]1[CH:6]=[CH:5][CH:4]=[C:3]([CH:7]2[N:11]3[CH:12]=[CH:13][C:14]([C:15]([C:17]4[C:25]5[C:20](=[CH:21][C:22]([C:26]6[CH:31]=[CH:30][C:29]([F:32])=[CH:28][CH:27]=6)=[CH:23][CH:24]=5)[NH:19][CH:18]=4)=[O:16])=[C:10]3[CH2:9][S:8]2)[CH:2]=1.N1C=CC=C(C2N3C=CC(C(C4C5C(=CC([O:58][CH2:59]C6C=CC=CC=6)=CC=5)NC=4)=O)=C3CS2)C=1.[NH3:66]>>[N:1]1[CH:6]=[CH:5][CH:4]=[C:3]([CH:7]2[N:11]3[CH:12]=[CH:13][C:14]([C:15]([C:17]4[C:25]5[C:20](=[CH:21][C:22]([C:26]6[CH:31]=[CH:30][C:29]([F:32])=[CH:28][CH:27]=6)=[CH:23][CH:24]=5)[N:19]([C:59](=[O:58])[NH2:66])[CH:18]=4)=[O:16])=[C:10]3[CH2:9][S:8]2)[CH:2]=1. Procedure: The title compound was prepared by the procedure described in Example 37 using 3(-pyridin-3-yl)-7-[6-(4-fluorophenyl)indol-3-ylcarbonyl]-1H,3H-pyrrolo[1,2-c]thiazole, prepared as in Example 28, instead of 3-(Pyridin-3-yl)-7-(6-phenylmethoxyindol-3-yl)carbonyl-1H,3H-pyrrolo[1,2-c]thiazole. 1H NMR (DMSO-d6, 300 MHz) δ4.50 (d, 1H, J=15 Hz), 4.68 (dd, 1H, J=2, 15 Hz), 6.78 (d, 1H, J=3 Hz), 6.81 (s, 1H), 7.05 (d, 1H, J=3 Hz), 7.32 (t, 2H, J=9 Hz), 7.45 (dd, 1H, J=5, 8 Hz), 7.61 (dd, 1H, J=1, 9 Hz), 7... Reactants: Cl(=O)(=O)(=O)[O-].C1=CC=CC2=[NH+]C=C3C=CC=CC3=C12 (Phenanthridinium perchlorate), C1(=CC=CC=C1)C(=CC(C)=O)C (4-phenylpent-3-ene-2-one). Run in CO (methanol). Product: Cl(=O)(=O)(=O)[O-].CC1=CC(=CC2=[N+]1C=1C=CC=CC1C1=CC=CC=C21)C2=CC=CC=C2 (6-Methyl-8-phenylpyrido[1,2-f]phenanthridinium perchlorate). As a reaction SMILES: [Cl:1]([O-:5])(=[O:4])(=[O:3])=[O:2].[CH:6]1[C:19]2[C:10](=[NH+:11][CH:12]=[C:13]3[C:18]=2[CH:17]=[CH:16][CH:15]=[CH:14]3)[CH:9]=[CH:8][CH:7]=1.[C:20]1([C:26]([CH3:31])=[CH:27][C:28](=O)[CH3:29])[CH:25]=[CH:24][CH:23]=[CH:22][CH:21]=1>CO>[Cl:1]([O-:5])(=[O:4])(=[O:3])=[O:2].[CH3:29][C:28]1[N+:11]2[C:10]3[CH:9]=[CH:8][CH:7]=[CH:6][C:19]=3[C:18]3[C:13]([C:12]=2[CH:31]=[C:26]([C:20]2[CH:25]=[CH:24][CH:23]=[CH:22][CH:21]=2)[CH:27]=1)=[CH:14][CH:15]=[CH:16][CH:17]=3 |f:0.1,4.5|. Procedure details: Phenanthridinium perchlorate (2 g) and 4-phenylpent-3-ene-2-one (4 g) were heated together at 150° for 16 hours. The reaction mixture was cooled and diluted with methanol. The product was isolated by filtration and recrystallized from acetonitrile. Yield 1.5 g, m.p. 252°-3°. Starting materials: NC=1C(=C(C(=O)OC)C=CC1Cl)NCCCO (methyl 3-amino-4-chloro-2-[(3-hydroxypropyl)amino]benzoate), BrC1=C(C(=CC(=C1)OC)Br)N=C=S (1,3-dibromo-2-isothiocyanato-5-methoxybenzene). The reagents and catalysts are CN(C1=CC=NC=C1)C (4-dimethylaminopyridine). Run at temperature 80 celsius, time 16 hour. The product is ClC1=C(C(=C(C(=O)OC)C=C1)NCCCO)NC(NC1=C(C=C(C=C1Br)O)Br)=S (Methyl 4-chloro-3-{[(2,6-dibromo-4-hydroxyphenyl)carbamothioyl]amino}-2-[(3-hydroxypropyl)amino]benzoate). The yield is 24.9%. RXN SMILES: [NH2:1][C:2]1[C:3]([NH:13][CH2:14][CH2:15][CH2:16][OH:17])=[C:4]([CH:9]=[CH:10][C:11]=1[Cl:12])[C:5]([O:7][CH3:8])=[O:6].[Br:18][C:19]1[CH:24]=[C:23]([O:25]C)[CH:22]=[C:21]([Br:27])[C:20]=1[N:28]=[C:29]=[S:30]>CN(C)C1C=CN=CC=1>[Cl:12][C:11]1[CH:10]=[CH:9][C:4]([C:5]([O:7][CH3:8])=[O:6])=[C:3]([NH:13][CH2:14][CH2:15][CH2:16][OH:17])[C:2]=1[NH:1][C:29](=[S:30])[NH:28][C:20]1[C:21]([Br:27])=[CH:22][C:23]([OH:25])=[CH:24][C:19]=1[Br:18]. Procedure: A mixture of methyl 3-amino-4-chloro-2-[(3-hydroxypropyl)amino]benzoate (1.00 g, 3.87 mmol), 1,3-dibromo-2-isothiocyanato-5-methoxybenzene (1.50 g, 4.64 mmol) and catalytic amount of 4-dimethylaminopyridine was stirred at 80° C. for 16 h and concentrated in vacuo. The residue was purified by flash column chromatography on silica gel eluting with a 30-70% ethyl acetate/n-hexane gradient mixture to give the title compound as a brown oil (560 mg, 0.963 mmol, 25%).